Dataset: the Open Reaction Database (ORD), a public repository of structured organic reaction records. Task: describe an organic reaction: reactants, conditions, products, and yield The reactants are [BH4-], O=C(O)Cc1ccccc1[N+](=O)[O-], [Na+]. Product: O=[N+]([O-])c1ccccc1CCO. Reaction SMILES: [BH4-:1].[N+:3](=[O:4])([O-:5])[c:6]1[c:7]([CH2:12][C:13](=[O:14])[OH:15])[cH:8][cH:9][cH:10][cH:11]1.[Na+:2]>>[N+:3](=[O:4])([O-:5])[c:6]1[c:7]([CH2:12][CH2:13][OH:14])[cH:8][cH:9][cH:10][cH:11]1. Reactants: ClC1=NC=C(C(=N1)C1=CNC2=CC=CC=C12)Cl (3-(2,5-dichloropyrimidin-4-yl)-1H-indole), NC1=C(C=C(C=C1)N1CCC(CC1)NCCO)OC (2-(1-(4-amino-3-methoxyphenyl)piperidin-4-ylamino)ethanol), ClC1=NC=C(C(=N1)C1=CNC2=CC=CC=C12)Cl (3-(2,5-dichloropyrimidin-4-yl)-1H-indole), NC1=C(C=C(C=C1)N1CCC(CC1)NCCO)OC (2-(1-(4-amino-3-methoxyphenyl)piperidin-4-ylamino)ethanol). Yields the product ClC=1C(=NC(=NC1)NC1=C(C=C(C=C1)N1CCC(CC1)NCCO)OC)C1=CNC2=CC=CC=C12 (2-(1-(4-(5-Chloro-4-(1H-indol-3-yl)pyrimidin-2-ylamino)-3-methoxyphenyl)piperidin-4-ylamino)ethanol). As a reaction SMILES: Cl[C:2]1[N:7]=[C:6]([C:8]2[C:16]3[C:11](=[CH:12][CH:13]=[CH:14][CH:15]=3)[NH:10][CH:9]=2)[C:5]([Cl:17])=[CH:4][N:3]=1.[NH2:18][C:19]1[CH:24]=[CH:23][C:22]([N:25]2[CH2:30][CH2:29][CH:28]([NH:31][CH2:32][CH2:33][OH:34])[CH2:27][CH2:26]2)=[CH:21][C:20]=1[O:35][CH3:36]>>[Cl:17][C:5]1[C:6]([C:8]2[C:16]3[C:11](=[CH:12][CH:13]=[CH:14][CH:15]=3)[NH:10][CH:9]=2)=[N:7][C:2]([NH:18][C:19]2[CH:24]=[CH:23][C:22]([N:25]3[CH2:30][CH2:29][CH:28]([NH:31][CH2:32][CH2:33][OH:34])[CH2:27][CH2:26]3)=[CH:21][C:20]=2[O:35][CH3:36])=[N:3][CH:4]=1. Procedure details: Starting materials: 3-(2,5-dichloropyrimidin-4-yl)-1H-indole (INTERMEDIATE 2) 2-(1-(4-amino-3-methoxyphenyl)piperidin-4-ylamino)ethanol (INTERMEDIATE 31). Starting materials: C(=O)NC(CC1=CC=C(C=C1)C)=O (N-formyl-2-(p-methylphenyl)-acetamide), C(=O)N(C(CC1=CC=CC=C1)=O)C (N-formyl-N-methyl-2-phenyl-acetamide), C(=O)N (formamide), CC1=CC=C(C=C1)CC(=O)Cl (4-methyl-phenyl-acetyl chloride). Product: CC=1C=CC2=CC(NC=C2C1)=O (7-methyl-2H-3-isoquinolone). RXN SMILES: [CH:1]([NH:3][C:4](=[O:13])[CH2:5][C:6]1[CH:11]=[CH:10][C:9]([CH3:12])=[CH:8][CH:7]=1)=O.C(N)=O.CC1C=CC(CC(Cl)=O)=CC=1.C(N(C)C(=O)CC1C=CC=CC=1)=O>>[CH3:12][C:9]1[CH:8]=[CH:7][C:6]2[C:11]([CH:10]=1)=[CH:1][NH:3][C:4](=[O:13])[CH:5]=2. Reported procedure: The N-formyl-2-(p-methylphenyl)-acetamide (m.p. 144°-146°C.) used as starting material was prepared from formamide and 4-methyl-phenyl-acetyl chloride in the manner described in Example 2 for the preparation of N-formyl-N-methyl-2-phenyl-acetamide. Starting materials: S(=O)(=O)(O)O.NO (hydroxylamine sulphate), O.O.O.C(C)(=O)[O-].[Na+] (sodium acetate trihydrate), C(C)(=O)OC(C)=O (acetic anhydride), ClC1=C(C=O)C(=CC=C1)Cl (2,6-dichlorobenzaldehyde). Solvent: C(C)(=O)O (acetic acid). Product: ClC1=C(C#N)C(=CC=C1)Cl (2,6-dichlorobenzonitrile). Isolated yield 61.0%. Reaction SMILES: S(O)(O)(=O)=O.[NH2:6]O.O.O.O.C([O-])(=O)C.[Na+].C(OC(=O)C)(=O)C.[Cl:23][C:24]1[CH:31]=[CH:30][CH:29]=[C:28]([Cl:32])[C:25]=1[CH:26]=O>C(O)(=O)C>[Cl:23][C:24]1[CH:31]=[CH:30][CH:29]=[C:28]([Cl:32])[C:25]=1[C:26]#[N:6] |f:0.1,2.3.4.5.6|. Procedure: A mixture of 3.7 g of hydroxylamine sulphate, 7 g of sodium acetate trihydrate, 17 g of acetic anhydride, 5 ml of acetic acid and 4.5 g of 2,6-dichlorobenzaldehyde was heated at reflux for 34 hours. Cooling, filtration and washing with water gave 2.7 g of pure 2,6-dichlorobenzonitrile. Stripping of the filtrate gave an additional 1 gram of pure 2,6-dichlorobenzontirile thus producing an overall yield of 84%. Starting materials: C([O-])([O-])=O.[Na+].[Na+] (sodium carbonate), C(C)(=O)OCC1OC(OC1)(C)C (4-acetoxymethyl-2,2-dimethyl-1,3-dioxolane). The solvent is CO (methanol). Run at temperature 25 celsius, time 8 hour. The product is CC1(OCC(O1)CO)C (2,2-dimethyl-1,3-dioxolane-4-methanol). Yield: 89.3%. Reaction SMILES: C(=O)([O-])[O-].[Na+].[Na+].C([O:10][CH2:11][CH:12]1[CH2:16][O:15][C:14]([CH3:18])([CH3:17])[O:13]1)(=O)C>CO>[CH3:17][C:14]1([CH3:18])[O:13][CH:12]([CH2:11][OH:10])[CH2:16][O:15]1 |f:0.1.2|. Procedure details: Then sodium carbonate (40.63 g, 0.294 mol) was added to a mixture of 4-acetoxymethyl-2,2-dimethyl-1,3-dioxolane (34.18 g, 0.196 mol) and methanol (200 ml) and the resulting mixture was stirred for 8 hours at 25° C. After completion of the reaction the salt was filtered off and the filtrate was condensed in vacuo and water was added to the residue and extracted with methylene chloride. The extract was washed with saturated brine, dried over anhydrous sodium sulfate and condensed in vacuo. The cru... Reactants: CON(C(=O)C=1N=CN(C1)C=1C=C(C=CC1)C1=C(C=CC=C1)Cl)C (1-(2′-Chloro-biphenyl-3-yl)-1H-imidazole-4-carboxylic acid methoxy-methyl-amide), BrC1=C(C=CC=C1)OC (2-bromoanisole). Yields the product ClC1=C(C=CC=C1)C1=CC(=CC=C1)N1C=NC(=C1)C(=O)C1=C(C=CC=C1)OC ([1-(2′-Chloro-biphenyl-3-yl)-1H-imidazol-4-yl]-(2-methoxy-phenyl)-methanone). RXN SMILES: CON(C)[C:4]([C:6]1[N:7]=[CH:8][N:9]([C:11]2[CH:12]=[C:13]([C:17]3[CH:22]=[CH:21][CH:20]=[CH:19][C:18]=3[Cl:23])[CH:14]=[CH:15][CH:16]=2)[CH:10]=1)=[O:5].Br[C:26]1[CH:31]=[CH:30][CH:29]=[CH:28][C:27]=1[O:32][CH3:33]>>[Cl:23][C:18]1[CH:19]=[CH:20][CH:21]=[CH:22][C:17]=1[C:13]1[CH:14]=[CH:15][CH:16]=[C:11]([N:9]2[CH:10]=[C:6]([C:4]([C:26]3[CH:31]=[CH:30][CH:29]=[CH:28][C:27]=3[O:32][CH3:33])=[O:5])[N:7]=[CH:8]2)[CH:12]=1. Reported procedure: This compound is prepared by method C using compound 12e and 2-bromoanisole The reactants are [Si](C)(C)(C(C)(C)C)OCC1=CC2=C(C=N1)N=CN2C2=CC(=C(S2)C(=O)OC)O (methyl 5-[6-({[tert-butyl(dimethyl)silyl]oxy}methyl)-1H-imidazo[4,5-c]pyridin-1-yl]-3-hydroxythiophene-2-carboxylate), N(=NC(=O)OC(C)(C)C)C(=O)OC(C)(C)C (di-tert-butyl azodicarboxylate), FC(C1=C(C=CC=C1)[C@@H](C)O)(F)F ((1R)-1-[2-(trifluoromethyl)phenyl]ethanol), C1(=CC=CC=C1)P(C1=CC=CC=C1)C1=CC=CC=C1 (triphenylphosphine). Run in ClCCl (dichloromethane). The product is [Si](C)(C)(C(C)(C)C)OCC1=CC2=C(C=N1)N=CN2C2=CC(=C(S2)C(=O)OC)O[C@@H](C)C2=C(C=CC=C2)C(F)(F)F (Methyl 5-[6-({[tert-butyl(dimethyl)silyl]oxy}methyl)-1H-imidazo[4,5-c]pyridin-1-yl]-3-{(1S)-1-[2-(trifluoromethyl)phenyl]ethoxy}thiophene-2-carboxylate). As a reaction SMILES: [Si:1]([O:8][CH2:9][C:10]1[N:15]=[CH:14][C:13]2[N:16]=[CH:17][N:18]([C:19]3[S:23][C:22]([C:24]([O:26][CH3:27])=[O:25])=[C:21]([OH:28])[CH:20]=3)[C:12]=2[CH:11]=1)([C:4]([CH3:7])([CH3:6])[CH3:5])([CH3:3])[CH3:2].[F:29][C:30]([F:41])([F:40])[C:31]1[CH:36]=[CH:35][CH:34]=[CH:33][C:32]=1[C@H:37](O)[CH3:38].C1(P(C2C=CC=CC=2)C2C=CC=CC=2)C=CC=CC=1.N(C(OC(C)(C)C)=O)=NC(OC(C)(C)C)=O>ClCCl>[Si:1]([O:8][CH2:9][C:10]1[N:15]=[CH:14][C:13]2[N:16]=[CH:17][N:18]([C:19]3[S:23][C:22]([C:24]([O:26][CH3:27])=[O:25])=[C:21]([O:28][C@H:37]([C:32]4[CH:33]=[CH:34][CH:35]=[CH:36][C:31]=4[C:30]([F:29])([F:40])[F:41])[CH3:38])[CH:20]=3)[C:12]=2[CH:11]=1)([C:4]([CH3:5])([CH3:6])[CH3:7])([CH3:2])[CH3:3]. Reported procedure: In a similar manner as described for example B31, 441 mg of methyl 5-[6-({[tert-butyl(dimethyl)silyl]oxy}methyl)-1H-imidazo[4,5-c]pyridin-1-yl]-3-hydroxythiophene-2-carboxylate, 300 mg of (1R)-1-[2-(trifluoromethyl)phenyl]ethanol, 672 mg of triphenylphosphine (polymer bound, ˜3 mmol/g) and 484 mg of di-tert-butyl azodicarboxylate in 12 ml anhydrous dichloromethane yield the title compound.